This data is from the Open Reaction Database (ORD), a public repository of structured organic reaction records. The task is: describe an organic reaction: reactants, conditions, products, and yield Reactants: COC(=O)c1c(Cl)cc(Cl)cc1NC(=O)C(C)c1ccc(OC)cc1, C[Si](C)(C)[N-][Si](C)(C)C, CCCCCC, CCOC(C)=O, [Li+]. Product: COc1ccc(C2(C)C(=O)Nc3cc(Cl)cc(Cl)c3C2=O)cc1. Reaction SMILES: [CH3:1][O:2][C:3]([c:4]1[c:5]([NH:12][C:13]([CH:14]([CH3:15])[c:16]2[cH:17][cH:18][c:19]([O:22][CH3:23])[cH:20][cH:21]2)=[O:24])[cH:6][c:7]([Cl:11])[cH:8][c:9]1[Cl:10])=[O:25].[CH3:27][Si:28]([N-:29][Si:30]([CH3:31])([CH3:32])[CH3:33])([CH3:34])[CH3:35].[CH3:36][CH2:37][CH2:38][CH2:39][CH2:40][CH3:41].[CH3:42][CH2:43][O:44][C:45]([CH3:46])=[O:47].[Li+:26]>>[O:2]=[C:3]1[c:4]2[c:5]([cH:6][c:7]([Cl:11])[cH:8][c:9]2[Cl:10])[NH:12][C:13](=[O:24])[C:14]1([CH3:15])[c:16]1[cH:17][cH:18][c:19]([O:22][CH3:23])[cH:20][cH:21]1. Reactants: CN1C(CC(CC1(C)C)OC(C1C(C(=O)OC2CC(N(C(C2)(C)C)C)(C)C)CCC=C1)=O)(C)C (Bis(1,2,2,6,6-pentamethyl-4-piperidyl)tetrahydrophthalate), CN1C(CC(CC1(C)C)\C(=C(/C(=O)[O-])\C1CC(N(C(C1)(C)C)C)(C)C)\C(=O)[O-])(C)C (bis(1,2,2,6,6-pentamethyl-4-piperidyl)fumarate), C(C)(C)(C1=CC=CC=C1)OOC(C)(C)C1=CC=CC=C1 (dicumyl peroxide). Run at temperature 150 celsius, time 8 hour. Product: CN1C(CC(CC1(C)C)OC(C1C(C(=O)OC2CC(N(C(C2)(C)C)C)(C)C)CCC=C1)=O)(C)C.CN1C(CC(CC1(C)C)\C(=C(/C(=O)[O-])\C1CC(N(C(C1)(C)C)C)(C)C)\C(=O)[O-])(C)C (bis(1,2,2,6,6-pentamethyl-4-piperidyl)tetrahydrophthalate bis(1,2,2,6,6-pentamethyl-4-piperidyl)fumarate). Reaction SMILES: [CH3:1][N:2]1[C:7]([CH3:9])([CH3:8])[CH2:6][CH:5]([O:10][C:11](=[O:32])[CH:12]2[CH:31]=[CH:30][CH2:29][CH2:28][CH:13]2[C:14]([O:16][CH:17]2[CH2:22][C:21]([CH3:24])([CH3:23])[N:20]([CH3:25])[C:19]([CH3:27])([CH3:26])[CH2:18]2)=[O:15])[CH2:4][C:3]1([CH3:34])[CH3:33].[CH3:35][N:36]1[C:41]([CH3:43])([CH3:42])[CH2:40][CH:39](/[C:44](/[C:60]([O-:62])=[O:61])=[C:45](/[CH:49]2[CH2:54][C:53]([CH3:56])([CH3:55])[N:52]([CH3:57])[C:51]([CH3:59])([CH3:58])[CH2:50]2)\[C:46]([O-:48])=[O:47])[CH2:38][C:37]1([CH3:64])[CH3:63].C(OOC(C1C=CC=CC=1)(C)C)(C1C=CC=CC=1)(C)C>>[CH3:25][N:20]1[C:21]([CH3:23])([CH3:24])[CH2:22][CH:17]([O:16][C:14](=[O:15])[CH:13]2[CH:28]=[CH:29][CH2:30][CH2:31][CH:12]2[C:11]([O:10][CH:5]2[CH2:6][C:7]([CH3:8])([CH3:9])[N:2]([CH3:1])[C:3]([CH3:33])([CH3:34])[CH2:4]2)=[O:32])[CH2:18][C:19]1([CH3:27])[CH3:26].[CH3:57][N:52]1[C:53]([CH3:55])([CH3:56])[CH2:54][CH:49](/[C:45](/[C:46]([O-:48])=[O:47])=[C:44](/[CH:39]2[CH2:40][C:41]([CH3:42])([CH3:43])[N:36]([CH3:35])[C:37]([CH3:64])([CH3:63])[CH2:38]2)\[C:60]([O-:62])=[O:61])[CH2:50][C:51]1([CH3:59])[CH3:58] |f:3.4|. Procedure details: Bis(1,2,2,6,6-pentamethyl-4-piperidyl)tetrahydrophthalate 1.3 g (1/370 mole), bis(1,2,2,6,6-pentamethyl-4-piperidyl)fumarate 2.1 g (1/200 mole) and dicumyl peroxide 0.034 g were heated and stirred at 150° C. for eight hours, and then cooled to obtain a pale yellow solid.